This data is from the Open Reaction Database (ORD), a public repository of structured organic reaction records. The task is: describe an organic reaction: reactants, conditions, products, and yield The reactants are BrCCO (2-bromoethanol), [H-].[Na+] (sodium hydride), B(F)(F)F.CCOCC (boron trifluoride diethyl etherate), C(O)([O-])=O.[Na+] (sodium hydrogen carbonate), O1CC1 (oxirane). Solvent: O1CCCC1 (tetrahydrofuran), O1CCCC1 (tetrahydrofuran). Run at time 8 hour. Product: OCCC1=C(OC=C1)CCO (2-[3-(2-hydroxyethyl)furan-2-yl]ethanol). As a reaction SMILES: Br[CH2:2][CH2:3][OH:4].[H-].[Na+].[O:7]1[CH2:9][CH2:8]1.B(F)(F)F.[CH3:14][CH2:15][O:16][CH2:17][CH3:18].C(=O)([O-])O.[Na+]>O1CCCC1>[OH:4][CH2:3][CH2:2][C:14]1[CH:18]=[CH:17][O:16][C:15]=1[CH2:8][CH2:9][OH:7] |f:1.2,4.5,6.7|. Procedure: To a solution of the above crude 2-(3-furyl)ethanol in 200 ml of diethyl ether, 74.4 ml (119 mmol) of 1.6 M n-butyl lithium in hexane was added dropwise under ice-cooling, followed by stirring at room temperature for 1 hour. This reaction mixture was cooled to -78° C.; oxirane (obtained by adding dropwise a solution of 20.3 g (162 mmol) of 2-bromoethanol in 50 ml of tetrahydrofuran to a solution of 6.49 g (162 mmol) of sodium hydride (60% dispersion in meneral oil) in 50 ml of tetrahydrofuran, a... The reactants are N(=[N+]=[N-])C[C@H](O)C1=C2C=CC(NC2=C(C=C1)OCC1=CC=CC=C1)=O ((R)-5-(2-Azido-1-hydroxyethyl)-8-(benzyloxy)quinolin-2(1H)-one), [Si](C)(C)(C(C)(C)C)O[C@@H](CNCCCCCCCC(=O)NCC=1C(=C2C(=NC1CC)N(N=C2)CC)NC2CCOCC2)C2=C1C=CC(NC1=C(C=C2)O)=O ((R)-8-[[2-[(tert-Butyldimethylsilyl)oxy]-2-(8-hydroxy-2-oxo-1,2-dihydroquinolin-5-yl)ethyl]amino]-N-[[1,6-diethyl-4-[(tetrahydro-2H-pyran-4-yl)amino]-1H-pyrazolo[3,4-b]pyridin-5-yl]methyl]octanamide). The product is C(C)N1N=CC=2C1=NC(=C(C2NC2CCOCC2)CNC(CCCCCCCNC[C@@H](C2=C1C=CC(NC1=C(C=C2)O)=O)O)=O)CC ((R)—N-[[1,6-Diethyl-4-[(tetrahydro-2H-pyran-4-yl)amino]-1H-pyrazolo[3,4-b]pyridin-5-yl]methyl]-8-[[2-hydroxy-2-(8-hydroxy-2-oxo-1,2-dihydroquinolin-5-yl)ethyl]amino]octanamide). Reaction SMILES: N(C[C@@H](C1C=CC(OCC2C=CC=CC=2)=C2C=1C=CC(=O)N2)O)=[N+]=[N-].[Si]([O:33][C@H:34]([C:68]1[CH:77]=[CH:76][C:75]([OH:78])=[C:74]2[C:69]=1[CH:70]=[CH:71][C:72](=[O:79])[NH:73]2)[CH2:35][NH:36][CH2:37][CH2:38][CH2:39][CH2:40][CH2:41][CH2:42][CH2:43][C:44]([NH:46][CH2:47][C:48]1[C:49]([NH:61][CH:62]2[CH2:67][CH2:66][O:65][CH2:64][CH2:63]2)=[C:50]2[CH:58]=[N:57][N:56]([CH2:59][CH3:60])[C:51]2=[N:52][C:53]=1[CH2:54][CH3:55])=[O:45])(C(C)(C)C)(C)C>>[CH2:59]([N:56]1[C:51]2=[N:52][C:53]([CH2:54][CH3:55])=[C:48]([CH2:47][NH:46][C:44](=[O:45])[CH2:43][CH2:42][CH2:41][CH2:40][CH2:39][CH2:38][CH2:37][NH:36][CH2:35][C@H:34]([OH:33])[C:68]3[CH:77]=[CH:76][C:75]([OH:78])=[C:74]4[C:69]=3[CH:70]=[CH:71][C:72](=[O:79])[NH:73]4)[C:49]([NH:61][CH:62]3[CH2:67][CH2:66][O:65][CH2:64][CH2:63]3)=[C:50]2[CH:58]=[N:57]1)[CH3:60]. Procedure details: The title compound was synthesized in a manner analogous to that described in Intermediate 3, using Intermediate 55 as substrate.